Dataset: the Open Reaction Database (ORD), a public repository of structured organic reaction records. Task: describe an organic reaction: reactants, conditions, products, and yield The reactants are O=C([O-])O, CN(C)C=O, O=S1(=O)c2cccc3cccc(c23)N1CCCCl, [Na+], C1CCOC1, c1ccc2c(C3CCNCC3)c[nH]c2c1. The product is O=S1(=O)c2cccc3cccc(c23)N1CCCN1CCC(c2c[nH]c3ccccc23)CC1. Reaction SMILES: [C:34](=[O:35])([OH:36])[O-:37].[CH3:39][N:40]([CH3:41])[CH:42]=[O:43].[Cl:1][CH2:2][CH2:3][CH2:4][N:5]1[S:6](=[O:17])(=[O:18])[c:7]2[c:8]3[c:9]1[cH:10][cH:11][cH:12][c:13]3[cH:14][cH:15][cH:16]2.[Na+:38].[O:44]1[CH2:45][CH2:46][CH2:47][CH2:48]1.[nH:19]1[cH:20][c:21]([CH:28]2[CH2:29][CH2:30][NH:31][CH2:32][CH2:33]2)[c:22]2[cH:23][cH:24][cH:25][cH:26][c:27]12>>[CH2:2]([CH2:3][CH2:4][N:5]1[S:6](=[O:17])(=[O:18])[c:7]2[c:8]3[c:9]1[cH:10][cH:11][cH:12][c:13]3[cH:14][cH:15][cH:16]2)[N:31]1[CH2:30][CH2:29][CH:28]([c:21]2[cH:20][nH:19][c:27]3[c:22]2[cH:23][cH:24][cH:25][cH:26]3)[CH2:33][CH2:32]1. Starting materials: N[C@H]([C@H](C[C@@H](CC1=CC=C(C=C1)C1=NC=CC=C1)NC(=O)[C@H](C(C)(C)C)NC(OC)=O)O)CC1=CC=CC=C1 (methyl(1S)-1-[({(1R,3S,4S)-4-amino-3-hydroxy-5-phenyl-1-[4-(2-pyridinyl)benzyl]pentyl}amino)carbonyl]-2,2-dimethylpropylcarbamate), CC([C@@H](C(=O)O)N1C(NCC1)=O)(C)C ((2S)-3,3-dimethyl-2-(2-oxoimidazolidin-1-yl)butanoic acid), CCOP(=O)(OCC)ON1C(=O)C2=C(C=CC=C2)N=N1 (DEPBT), C(C)(C)N(C(C)C)CC (N,N-diisopropylethylamine). The solvent is O1CCCC1 (tetrahydrofuran). Conditions: temperature 25 celsius, time 12 hour. Yields the product CC([C@@H](C(=O)N[C@H]([C@H](C[C@@H](CC1=CC=C(C=C1)C1=NC=CC=C1)NC(=O)[C@H](C(C)(C)C)NC(OC)=O)O)CC1=CC=CC=C1)N1C(NCC1)=O)(C)C (methyl(1S)-1-({[(1R,3S,4S)-4-{[(2S)-3,3-dimethyl-2-(2-oxoimidazolidin-1-yl)butanoyl]amino}-3-hydroxy-5-phenyl-1-(4-pyridin-2-ylbenzyl)pentyl]amino}carbonyl)-2,2-dimethylpropylcarbamate). The yield is 73.6%. RXN SMILES: [NH2:1][C@@H:2]([CH2:33][C:34]1[CH:39]=[CH:38][CH:37]=[CH:36][CH:35]=1)[C@@H:3]([OH:32])[CH2:4][C@H:5]([NH:19][C:20]([C@@H:22]([NH:27][C:28](=[O:31])[O:29][CH3:30])[C:23]([CH3:26])([CH3:25])[CH3:24])=[O:21])[CH2:6][C:7]1[CH:12]=[CH:11][C:10]([C:13]2[CH:18]=[CH:17][CH:16]=[CH:15][N:14]=2)=[CH:9][CH:8]=1.[CH3:40][C:41]([CH3:53])([CH3:52])[C@H:42]([N:46]1[CH2:50][CH2:49][NH:48][C:47]1=[O:51])[C:43](O)=[O:44].CCOP(ON1N=NC2C=CC=CC=2C1=O)(OCC)=O.C(N(CC)C(C)C)(C)C>O1CCCC1>[CH3:40][C:41]([CH3:53])([CH3:52])[C@H:42]([N:46]1[CH2:50][CH2:49][NH:48][C:47]1=[O:51])[C:43]([NH:1][C@@H:2]([CH2:33][C:34]1[CH:35]=[CH:36][CH:37]=[CH:38][CH:39]=1)[C@@H:3]([OH:32])[CH2:4][C@H:5]([NH:19][C:20]([C@@H:22]([NH:27][C:28](=[O:31])[O:29][CH3:30])[C:23]([CH3:26])([CH3:25])[CH3:24])=[O:21])[CH2:6][C:7]1[CH:12]=[CH:11][C:10]([C:13]2[CH:18]=[CH:17][CH:16]=[CH:15][N:14]=2)=[CH:9][CH:8]=1)=[O:44]. Procedure details: A solution of the product of Example 1H (0.020 g, 0.038 mmol) in tetrahydrofuran (0.40 mL) was treated with the product from Example 160B (0.0075 g, 0.038 mmol), DEPBT (0.017 g, 0.057 mmol), and N,N-diisopropylethylamine (0.035 mL, 0.201 mmol), stirred at 25° C. for 12 hours and partitioned between ethyl acetate and 10% Na2CO3 solution. The organic layer was washed with additional 10% Na2CO3 solution and brine, dried over MgSO4, filtered and concentrated. The residue was chromatographed on silic...